From a dataset of the Open Reaction Database (ORD), a public repository of structured organic reaction records. describe an organic reaction: reactants, conditions, products, and yield Starting materials: N1(CCOCC1)CCNC(=O)C=1C(=NC(=NC1)C1=CC=CC=C1)S (4-mercapto-2-phenyl-pyrimidine-5-carboxylic acid (2-morpholin-4-yl-ethyl)-amide), II (iodine). Product: N1(CCOCC1)CCN1SC2=NC(=NC=C2C1=O)C1=CC=CC=C1 (2-(2-Morpholin-4-yl-ethyl)-6-phenyl-isothiazolo[5,4-d) pyrimidin-3-one). The yield is 60.8%. RXN SMILES: [N:1]1([CH2:7][CH2:8][NH:9][C:10]([C:12]2[C:13]([SH:24])=[N:14][C:15]([C:18]3[CH:23]=[CH:22][CH:21]=[CH:20][CH:19]=3)=[N:16][CH:17]=2)=[O:11])[CH2:6][CH2:5][O:4][CH2:3][CH2:2]1.II>>[N:1]1([CH2:7][CH2:8][N:9]2[C:10](=[O:11])[C:12]3[C:13](=[N:14][C:15]([C:18]4[CH:19]=[CH:20][CH:21]=[CH:22][CH:23]=4)=[N:16][CH:17]=3)[S:24]2)[CH2:2][CH2:3][O:4][CH2:5][CH2:6]1. Procedure: Using the procedure of Example 20, 2.0 g (5.81 mmol) of 4-mercapto-2-phenyl-pyrimidine-5-carboxylic acid (2-morpholin-4-yl-ethyl)-amide were treated with 1.47 g (5.81 mmol) of iodine to give 1.21 g of the title compound after recrystallization from isopropanol, mp 163°-165° C. The reactants are CO, CCCCC=C1CCCC1=O. The product is CCCCCC1CCCC1=O. Reaction SMILES: [CH3:12][OH:13].[CH:1]([CH2:2][CH2:3][CH2:4][CH3:5])=[C:6]1[C:7](=[O:11])[CH2:8][CH2:9][CH2:10]1>>[CH2:1]([CH2:2][CH2:3][CH2:4][CH3:5])[CH:6]1[C:7](=[O:11])[CH2:8][CH2:9][CH2:10]1.